From a dataset of the Open Reaction Database (ORD), a public repository of structured organic reaction records. describe an organic reaction: reactants, conditions, products, and yield Starting materials: CCO, Nc1ccccc1C1(O)CCC1C1CC1, O=S(=O)(O)O. Yields the product Nc1ccccc1C1CCC1C1CC1. RXN SMILES: [CH3:21][CH2:22][OH:23].[NH2:1][c:2]1[c:3]([C:8]2([OH:15])[CH:9]([CH:12]3[CH2:13][CH2:14]3)[CH2:10][CH2:11]2)[cH:4][cH:5][cH:6][cH:7]1.[S:16](=[O:17])(=[O:18])([OH:19])[OH:20]>>[NH2:1][c:2]1[c:3]([CH:8]2[CH:9]([CH:12]3[CH2:13][CH2:14]3)[CH2:10][CH2:11]2)[cH:4][cH:5][cH:6][cH:7]1. The reactants are CC1=CC=C(C=C1)C1=C(C#N)C=CC=C1 (2-(4-methylphenyl)benzonitrile), brominated and 2-(4,4-dibromomethylphenyl)benzonitrile, C(C)(C)(C)OC(=O)NC1=C(C(=O)OC)C=CC=C1[N+](=O)[O-] (methyl 2-tert-butoxycarbonylamino-3-nitrobenzoate), C([O-])([O-])=O.[K+].[K+] (potassium carbonate). The solvent is C(C)#N (acetonitrile), C(C)#N (acetonitrile). Reaction conditions: temperature 82 celsius, time 5 hour. Yields the product C(C)(C)(C)OC(=O)N(CC1=CC=C(C=C1)C1=C(C=CC=C1)C#N)C1=C(C(=O)OC)C=CC=C1[N+](=O)[O-] (methyl 2-[N-t-butoxycarbonyl-N-[(2′-cyano-biphenyl-4-yl)methyl]amino]-3-nitrobenzoate). As a reaction SMILES: [CH3:1][C:2]1[CH:7]=[CH:6][C:5]([C:8]2[CH:15]=[CH:14][CH:13]=[CH:12][C:9]=2[C:10]#[N:11])=[CH:4][CH:3]=1.[C:16]([O:20][C:21]([NH:23][C:24]1[C:33]([N+:34]([O-:36])=[O:35])=[CH:32][CH:31]=[CH:30][C:25]=1[C:26]([O:28][CH3:29])=[O:27])=[O:22])([CH3:19])([CH3:18])[CH3:17].C(=O)([O-])[O-].[K+].[K+]>C(#N)C>[C:16]([O:20][C:21]([N:23]([C:24]1[C:33]([N+:34]([O-:36])=[O:35])=[CH:32][CH:31]=[CH:30][C:25]=1[C:26]([O:28][CH3:29])=[O:27])[CH2:1][C:2]1[CH:3]=[CH:4][C:5]([C:8]2[CH:15]=[CH:14][CH:13]=[CH:12][C:9]=2[C:10]#[N:11])=[CH:6][CH:7]=1)=[O:22])([CH3:19])([CH3:17])[CH3:18] |f:2.3.4|. Procedure details: To the acetonitrile solution where BMB is mixing with 2-(4-methylphenyl)benzonitrile [MPB] which was not brominated and 2-(4,4-dibromomethylphenyl)benzonitrile which is a compound similar to BMB, was added a mixture of methyl 2-tert-butoxycarbonylamino-3-nitrobenzoate [BAN] 30.1 g, potassium carbonate 40.8 g and acetonitrile 160 ml and the solution was stirred at about 82° C. for about 5 hours to proceed the reaction. The solution was cooled to room temperature and precipitated crystals were fil... The reactants are O=C([O-])c1ccccc1C(=O)O[O-], CO, ClCCl, CC(NC(=O)C1CCC(NS(=O)(=O)c2ccc(-c3ccncc3)cc2)CC1)c1ccc(F)cc1, [Mg+2], O, O, O, O, O, O. Yields the product CC(NC(=O)C1CCC(NS(=O)(=O)c2ccc(-c3cc[n+]([O-])cc3)cc2)CC1)c1ccc(F)cc1. RXN SMILES: [C:7]([O:8][O-:9])(=[O:10])[c:12]1[c:13]([C:18](=[O:11])[O-:19])[cH:14][cH:15][cH:16][cH:17]1.[CH3:55][OH:56].[Cl:57][CH2:58][Cl:59].[F:21][c:22]1[cH:23][cH:24][c:25]([CH:28]([CH3:29])[NH:30][C:31](=[O:32])[CH:33]2[CH2:34][CH2:35][CH:36]([NH:39][S:40](=[O:41])(=[O:42])[c:43]3[cH:44][cH:45][c:46](-[c:49]4[cH:50][cH:51][n:52][cH:53][cH:54]4)[cH:47][cH:48]3)[CH2:37][CH2:38]2)[cH:26][cH:27]1.[Mg+2:20].[OH2:1].[OH2:2].[OH2:3].[OH2:4].[OH2:5].[OH2:6]>>[O-:11][n+:52]1[cH:51][cH:50][c:49](-[c:46]2[cH:45][cH:44][c:43]([S:40]([NH:39][CH:36]3[CH2:35][CH2:34][CH:33]([C:31]([NH:30][CH:28]([c:25]4[cH:24][cH:23][c:22]([F:21])[cH:27][cH:26]4)[CH3:29])=[O:32])[CH2:38][CH2:37]3)(=[O:41])=[O:42])[cH:48][cH:47]2)[cH:54][cH:53]1. Yields the product CCOC(=O)C=Cc1ccc(NC2CCN(C(=O)c3ccc(Cl)cc3)C2)cc1. As a reaction SMILES: [Br:1][c:2]1[cH:3][cH:4][c:5]([CH:8]=[CH:9][C:10](=[O:11])[O:12][CH2:13][CH3:14])[cH:6][cH:7]1.[C:15](=[O:16])([O-:17])[O-:18].[CH3:36][c:37]1[cH:38][cH:39][cH:40][cH:41][cH:42]1.[Cl:21][c:22]1[cH:23][cH:24][c:25]([C:26](=[O:27])[N:28]2[CH2:29][CH:30]([NH2:33])[CH2:31][CH2:32]2)[cH:34][cH:35]1.[Cs+:19].[Cs+:20].[O-:44][C:45]([CH3:46])=[O:47].[O-:48][C:49]([CH3:50])=[O:51].[Pd+2:43]>>[c:2]1([NH:33][CH:30]2[CH2:29][N:28]([C:26]([c:25]3[cH:24][cH:23][c:22]([Cl:21])[cH:35][cH:34]3)=[O:27])[CH2:32][CH2:31]2)[cH:3][cH:4][c:5]([CH:8]=[CH:9][C:10](=[O:11])[O:12][CH2:13][CH3:14])[cH:6][cH:7]1. The reactants are CCOC(=O)C=Cc1ccc(Br)cc1, O=C([O-])[O-], Cc1ccccc1, NC1CCN(C(=O)c2ccc(Cl)cc2)C1, [Cs+], [Cs+], CC(=O)[O-], CC(=O)[O-], [Pd+2]. Reactants: C1(=CC=CC=C1)C(C(=O)N[C@H]1[C@@H]2N(C(=C(CS2)Cl)C(=O)OCC2=CC=CC=C2)C1=O)NC(=O)OCC1=CC=CC=C1 (benzyl 7β-(α-phenyl-α-carbobenzoxyaminoacetamido)-3-chloro-3-cephem-4-carboxylate), [Cl-].[Al+3].[Cl-].[Cl-] (aluminum chloride). The solvent is C(Cl)Cl (methylene chloride), [N+](=O)([O-])C (nitromethane), C(C)(=O)OCC (ethyl acetate). Conditions: time 2 hour. Yields the product C1(=CC=CC=C1)C(N)C(=O)N[C@H]1[C@@H]2N(C(=C(CS2)Cl)C(=O)O)C1=O (7β-(α-phenyl-glycinamido)-3-chloro-3-cephem-4-carboxylic acid). Yield: 91.1%. RXN SMILES: [C:1]1([CH:7]([NH:31]C(OCC2C=CC=CC=2)=O)[C:8]([NH:10][C@@H:11]2[C:29](=[O:30])[N:13]3[C:14]([C:19]([O:21]CC4C=CC=CC=4)=[O:20])=[C:15]([Cl:18])[CH2:16][S:17][C@H:12]23)=[O:9])[CH:6]=[CH:5][CH:4]=[CH:3][CH:2]=1.[Cl-].[Al+3].[Cl-].[Cl-]>C(Cl)Cl.[N+](C)([O-])=O.C(OCC)(=O)C>[C:1]1([CH:7]([C:8]([NH:10][C@@H:11]2[C:29](=[O:30])[N:13]3[C:14]([C:19]([OH:21])=[O:20])=[C:15]([Cl:18])[CH2:16][S:17][C@H:12]23)=[O:9])[NH2:31])[CH:6]=[CH:5][CH:4]=[CH:3][CH:2]=1 |f:1.2.3.4|. Reported procedure: To a solution of benzyl 7β-(α-phenyl-α-carbobenzoxyaminoacetamido)-3-chloro-3-cephem-4-carboxylate (295 mg) in methylene chloride (6 ml) is added a solution of aluminum chloride (267 mg) in nitromethane (3 ml) under ice cooling. After stirring for 2 hours at room temperature, the mixture is diluted with ethyl acetate, washed with dilute hydrochloric acid, and extracted with an aqueous solution of 5% sodium hydrogen carbonate. The extract is acidified with hydrochloric acid and extracted with eth... Reactants: C(C1=CC=CC=C1)OC1=NC=CN=C1CC1=CC=C(C=C1)OC (2-benzyloxy-3-(4-methoxybenzyl)-pyrazine), C(C)O (ethanol). The reagents and catalysts are [C].[Pd] (palladium carbon). Run at time 2 hour. Product: COC1=CC=C(CC=2C(NC=CC2)=O)C=C1 (3-(4-methoxybenzyl)-1H-pyridin-2-one). As a reaction SMILES: C([O:8][C:9]1[C:14]([CH2:15][C:16]2[CH:21]=[CH:20][C:19]([O:22][CH3:23])=[CH:18][CH:17]=2)=N[CH:12]=[CH:11][N:10]=1)C1C=CC=CC=1.[CH2:24](O)C>[C].[Pd]>[CH3:23][O:22][C:19]1[CH:18]=[CH:17][C:16]([CH2:15][C:14]2[C:9](=[O:8])[NH:10][CH:11]=[CH:12][CH:24]=2)=[CH:21][CH:20]=1 |f:2.3|. Procedure details: To a solution of n-butyllithium (1.57 mol/L solution in tetrahydrofuran, 2.0 mL) in tetrahydrofuran (23 mL) was added 2,2,6,6-tetramethylpyridine (0.57 mL) at −78° C. The temperature was raised to 0° C., and the mixture was stirred for 30 minutes. After the reaction mixture was cooled to −78° C., 2-chloropyrazine (0.22 mL) was added to the reaction mixture, and the mixture was stirred for 1 hour at the same temperature. To the reaction mixture was added 4-methoxybezaldehyde (0.35 mL), and the mi... Starting materials: CCO, Cc1cc(Cl)nc(C)[n+]1[O-], Cl, [Na]. Product: CCOc1cc(C)[n+]([O-])c(C)n1. RXN SMILES: [CH3:13][CH2:14][OH:15].[CH3:2][c:3]1[n:4][c:5]([Cl:11])[cH:6][c:7]([CH3:10])[n+:8]1[O-:9].[ClH:12].[Na:1]>>[CH3:2][c:3]1[n:4][c:5]([O:15][CH2:14][CH3:13])[cH:6][c:7]([CH3:10])[n+:8]1[O-:9]. The reactants are O=C(OCc1ccccc1)N1CCC(c2cc(C(=O)N3CCCCCC3)cs2)CC1, CC(=O)O, O=C1CCC(=O)N1Cl. The product is O=C(OCc1ccccc1)N1CCC(c2cc(C(=O)N3CCCCCC3)c(Cl)s2)CC1. RXN SMILES: [CH2:1]([c:2]1[cH:3][cH:4][cH:5][cH:6][cH:7]1)[O:8][C:9](=[O:10])[N:11]1[CH2:12][CH2:13][CH:14]([c:17]2[s:18][cH:19][c:20]([C:22](=[O:23])[N:24]3[CH2:25][CH2:26][CH2:27][CH2:28][CH2:29][CH2:30]3)[cH:21]2)[CH2:15][CH2:16]1.[CH3:39][C:40](=[O:41])[OH:42].[Cl:31][N:32]1[C:33](=[O:34])[CH2:35][CH2:36][C:37]1=[O:38]>>[CH2:1]([c:2]1[cH:3][cH:4][cH:5][cH:6][cH:7]1)[O:8][C:9](=[O:10])[N:11]1[CH2:12][CH2:13][CH:14]([c:17]2[s:18][c:19]([Cl:31])[c:20]([C:22](=[O:23])[N:24]3[CH2:25][CH2:26][CH2:27][CH2:28][CH2:29][CH2:30]3)[cH:21]2)[CH2:15][CH2:16]1.